This data is from the Open Reaction Database (ORD), a public repository of structured organic reaction records. The task is: describe an organic reaction: reactants, conditions, products, and yield The reactants are Brc1csc(Br)c1, O=C([O-])[O-], C1COCCO1, [Cu]I, [K+], [K+], NCCN, O=C1NCC2(CN3CCC2CC3)O1. Yields the product O=C1OC2(CN3CCC2CC3)CN1c1cc(Br)cs1. As a reaction SMILES: [Br:14][c:15]1[s:16][cH:17][c:18]([Br:20])[cH:19]1.[C:21](=[O:22])([O-:23])[O-:24].[CH2:31]1[O:32][CH2:33][CH2:34][O:35][CH2:36]1.[Cu:37][I:38].[K+:25].[K+:26].[NH2:27][CH2:28][CH2:29][NH2:30].[O:1]1[C:2](=[O:13])[NH:3][CH2:4][C:5]12[CH2:6][N:7]1[CH2:8][CH2:9][CH:10]2[CH2:11][CH2:12]1>>[O:1]1[C:2](=[O:13])[N:3]([c:15]2[s:16][cH:17][c:18]([Br:20])[cH:19]2)[CH2:4][C:5]12[CH2:6][N:7]1[CH2:8][CH2:9][CH:10]2[CH2:11][CH2:12]1.